Dataset: the Open Reaction Database (ORD), a public repository of structured organic reaction records. Task: describe an organic reaction: reactants, conditions, products, and yield Reactants: CCI, COC(=O)c1sc(C)c2[nH]c(=S)[nH]c12, CO, [Na+], [OH-]. RXN SMILES: [CH2:15]([CH3:16])[I:17].[CH3:1][c:2]1[s:3][c:4]([C:11](=[O:12])[O:13][CH3:14])[c:5]2[nH:6][c:7](=[S:10])[nH:8][c:9]12.[CH3:20][OH:21].[Na+:19].[OH-:18]>>[CH3:1][c:2]1[s:3][c:4]([C:11](=[O:12])[O:13][CH3:14])[c:5]2[n:6][c:7]([S:10][CH2:15][CH3:16])[nH:8][c:9]12. Product: CCSc1nc2c(C(=O)OC)sc(C)c2[nH]1.